From a dataset of the Open Reaction Database (ORD), a public repository of structured organic reaction records. describe an organic reaction: reactants, conditions, products, and yield Reactants: O (water), Cl (hydrochloric acid), FC=1C=C(C=CC1F)C1(CN(CCO1)C(CC1=CC(=CC=C1)OC(C)C)=O)CCOS(=O)(=O)C (2-(3,4-Difluorophenyl)-4-[2-(3-isopropoxyphenyl)-acetyl]-2-[2-(methanesulfonyloxy)ethyl]morpholine), N1(CCCCC1)C1CCNCC1 (4-(piperid-1-yl)-piperidine). Solvent: CN(C)C=O (DMF), CCOCC (ether). Run at temperature 70 celsius. The product is O.Cl.Cl.FC=1C=C(C=CC1F)C1(CN(CCO1)C(CC1=CC(=CC=C1)OC(C)C)=O)CCN1CCC(CC1)N1CCCCC1.FC=1C=C(C=CC1F)C1(CN(CCO1)C(CC1=CC(=CC=C1)OC(C)C)=O)CCN1CCC(CC1)N1CCCCC1.Cl.Cl (2-(3,4-Difluorophenyl)-4-[2-(3-isopropoxyphenyl)acetyl]-2-[2-[4-(piperid-1-yl)piperid-1-yl]-ethyl]morpholine dihydrochloride hemihydrate). As a reaction SMILES: [F:1][C:2]1[CH:3]=[C:4]([C:9]2([CH2:28][CH2:29]OS(C)(=O)=O)[O:14][CH2:13][CH2:12][N:11]([C:15](=[O:27])[CH2:16][C:17]3[CH:22]=[CH:21][CH:20]=[C:19]([O:23][CH:24]([CH3:26])[CH3:25])[CH:18]=3)[CH2:10]2)[CH:5]=[CH:6][C:7]=1[F:8].[N:35]1([CH:41]2[CH2:46][CH2:45][NH:44][CH2:43][CH2:42]2)[CH2:40][CH2:39][CH2:38][CH2:37][CH2:36]1.O.[ClH:48]>CN(C=O)C.CCOCC>[OH2:14].[ClH:48].[ClH:48].[F:1][C:2]1[CH:3]=[C:4]([C:9]2([CH2:28][CH2:29][N:44]3[CH2:45][CH2:46][CH:41]([N:35]4[CH2:40][CH2:39][CH2:38][CH2:37][CH2:36]4)[CH2:42][CH2:43]3)[O:14][CH2:13][CH2:12][N:11]([C:15](=[O:27])[CH2:16][C:17]3[CH:22]=[CH:21][CH:20]=[C:19]([O:23][CH:24]([CH3:26])[CH3:25])[CH:18]=3)[CH2:10]2)[CH:5]=[CH:6][C:7]=1[F:8].[F:1][C:2]1[CH:3]=[C:4]([C:9]2([CH2:28][CH2:29][N:44]3[CH2:45][CH2:46][CH:41]([N:35]4[CH2:40][CH2:39][CH2:38][CH2:37][CH2:36]4)[CH2:42][CH2:43]3)[O:14][CH2:13][CH2:12][N:11]([C:15](=[O:27])[CH2:16][C:17]3[CH:22]=[CH:21][CH:20]=[C:19]([O:23][CH:24]([CH3:26])[CH3:25])[CH:18]=3)[CH2:10]2)[CH:5]=[CH:6][C:7]=1[F:8].[ClH:48].[ClH:48] |f:6.7.8.9.10.11.12|. Reported procedure: A mixture of 1.3 g of the compound obtained in step C of EXAMPLE 71 and 1.1 g of 4-(piperid-1-yl)-piperidine in 4 ml of DMF is heated at 70° C. for 4 hours. After cooling to RT, the reaction mixture is poured into iced water and extracted with AcOEt, the organic phase is washed with 1N NaOH solution and with saturated NaCl solution and dried over Na2SO4 and the solvent is evaporated off under vacuum. The residue is chromatographed on silica H using DCM and then a DCM/MeOH mixture (90/10; v/v) as... Starting materials: NC=1C2=C(NN1)C(N(C2)C(=O)OC(C)(C)C)(C)C (tert-butyl 3-amino-6,6-dimethyl-4,6-dihydropyrrolo[3,4-c]pyrazole-5(1H)-carboxylate), ClC1=NC(=NC=C1F)COC (4-chloro-5-fluoro-2-(methoxymethyl)pyrimidine), [K] (potassium), OP(=O)(O)O (H3PO4), ice. Solvent: CS(=O)C (DMSO). Product: FC=1C(=NC(=NC1)COC)NC=1C2=C(NN1)C(N(C2)C(=O)OC(C)(C)C)(C)C (tert-butyl 3-{[5-fluoro-2-(methoxymethyl)pyrimidin-4-yl]amino}-6,6-dimethyl-4,6-dihydropyrrolo[3,4-c]pyrazole-5(1H)-carboxylate), solid. Isolated yield 70.0%. Reaction SMILES: [NH2:1][C:2]1[C:3]2[CH2:9][N:8]([C:10]([O:12][C:13]([CH3:16])([CH3:15])[CH3:14])=[O:11])[C:7]([CH3:18])([CH3:17])[C:4]=2[NH:5][N:6]=1.Cl[C:20]1[C:25]([F:26])=[CH:24][N:23]=[C:22]([CH2:27][O:28][CH3:29])[N:21]=1.[K].OP(O)(O)=O>CS(C)=O>[F:26][C:25]1[C:20]([NH:1][C:2]2[C:3]3[CH2:9][N:8]([C:10]([O:12][C:13]([CH3:16])([CH3:15])[CH3:14])=[O:11])[C:7]([CH3:18])([CH3:17])[C:4]=3[NH:5][N:6]=2)=[N:21][C:22]([CH2:27][O:28][CH3:29])=[N:23][CH:24]=1 |^1:29|. Reported procedure: To a solution of tert-butyl 3-amino-6,6-dimethyl-4,6-dihydropyrrolo[3,4-c]pyrazole-5(1H)-carboxylate (3.00 g, 11.6 mmol) and 4-chloro-5-fluoro-2-(methoxymethyl)pyrimidine (2.06 g, 11.6 mmol) in DMSO (8 mL) was added potassium dihygrogenphosphate (1.58 g, 2.3 mmol) followed by H3PO4 (0.29 g, 2.3 mmol). The reaction was place in a 90° C. oil bath and heated for 20 h. The crude reaction was cooled to room temperature then poured into ice cold NaHCO3 (60 mL) and extracted with EtOAc (2×30 mL). The c...